This data is from the Open Reaction Database (ORD), a public repository of structured organic reaction records. The task is: describe an organic reaction: reactants, conditions, products, and yield Reactants: C(#N)C1=CC=C(C=C1)C=CC(=O)C=1C=C(C#N)C=CC1 (3-[3-(4-cyanophenyl)-1-oxo-2-propenyl]benzonitrile), C1(=CC=CC=C1)P(C1=CC=CC=C1)(C1=CC=CC=C1)=CC(=O)OC (methyl (triphenylphosphoranylidene)acetate). Solvent: C1(=CC=CC=C1)C (toluene). Run at temperature 100 celsius. Product: C(#N)C=1C=C(C=CC1)C(=CC(=O)OC)C=CC1=CC=C(C=C1)C#N (methyl 3-(3-cyanophenyl)-5-(4-cyanophenyl)-2,4-pentadienoate). Isolated yield 86.2%. As a reaction SMILES: [C:1]([C:3]1[CH:8]=[CH:7][C:6]([CH:9]=[CH:10][C:11]([C:13]2[CH:14]=[C:15]([CH:18]=[CH:19][CH:20]=2)[C:16]#[N:17])=O)=[CH:5][CH:4]=1)#[N:2].C1(P(=[CH:40][C:41]([O:43][CH3:44])=[O:42])(C2C=CC=CC=2)C2C=CC=CC=2)C=CC=CC=1>C1(C)C=CC=CC=1>[C:16]([C:15]1[CH:14]=[C:13]([C:11]([CH:10]=[CH:9][C:6]2[CH:7]=[CH:8][C:3]([C:1]#[N:2])=[CH:4][CH:5]=2)=[CH:40][C:41]([O:43][CH3:44])=[O:42])[CH:20]=[CH:19][CH:18]=1)#[N:17]. Procedure details: Part B. 3-[3-(4-cyanophenyl)-1-oxo-2-propenyl]benzonitrile (2 gm, 7.75 mmol) was suspended in dry toluene and methyl (triphenylphosphoranylidene)acetate (2.59 gm, 7.75 mmol) added. The mixture was then heated at 100° C. for 24 hours, cooled and the solvent removed under vacuum. The residue was chromatographed on silica gel eluting ethyl acetate:hexanes (25:75, v:v) to give methyl 3-(3-cyanophenyl)-5-(4-cyanophenyl)-2,4-pentadienoate as an oil 2.1 gm (87%). MS: (M+H)+ 315; 1H NMR (CDCl3): 3.60 (s... Reactants: Cl (hydrochloric acid), C(C)OC(=O)C1=CN(C2=C(C(=C(C(=C2C1=O)OCC1=CC=CC=C1)F)F)F)C1=CC(=C(C=C1F)F)NC(=O)OCC1=CC=CC=C1 (5-benzyloxy-1-(3-benzyloxycarbonylamino-4,6-difluorophenyl)-6,7,8-trifluoro-1,4-dihydro-4-oxoquinoline-3-carboxylic acid ethyl ester). Solvent: C(C)(=O)O (acetic acid). Conditions: temperature 100 celsius, time 4 hour. Product: NC=1C=C(C(=CC1F)F)N1C=C(C(C2=C(C(=C(C(=C12)F)F)F)O)=O)C(=O)O (1-(3-amino-4,6-difluorophenyl)-5-hydroxy-6,7,8-trifluoro-1,4-dihydro-4-oxoquinoline-3-carboxylic acid). Isolated yield 69.9%. As a reaction SMILES: Cl.C([O:4][C:5]([C:7]1[C:16](=[O:17])[C:15]2[C:10](=[C:11]([F:28])[C:12]([F:27])=[C:13]([F:26])[C:14]=2[O:18]CC2C=CC=CC=2)[N:9]([C:29]2[C:34]([F:35])=[CH:33][C:32]([F:36])=[C:31]([NH:37]C(OCC3C=CC=CC=3)=O)[CH:30]=2)[CH:8]=1)=[O:6])C>C(O)(=O)C>[NH2:37][C:31]1[CH:30]=[C:29]([N:9]2[C:10]3[C:15](=[C:14]([OH:18])[C:13]([F:26])=[C:12]([F:27])[C:11]=3[F:28])[C:16](=[O:17])[C:7]([C:5]([OH:6])=[O:4])=[CH:8]2)[C:34]([F:35])=[CH:33][C:32]=1[F:36]. Reported procedure: To 8 ml of acetic acid and 10 ml of 6N hydrochloric acid was added 1.3 g of the compound synthesized in Example 235. The solution was stirred at 100° C. for 4 hours. The solvent was distilled off in vacua. Water was added to the residue. The solid was collected by filtration and washed with water, ethanol, and isopropyl ether to give 0.55 g of the title compound as a yellow solid. Reactants: BrC1=CC(=C(C(=O)O)C=C1)CC (4-bromo-2-ethyl-benzoic acid), C(C)(C)O (isopropyl alcohol). The product is C(C)C1=C(C(=O)OC(C)C)C=CC(=C1)Br (Isopropyl 2-ethyl-4-bromobenzoate), EtOAc—hexanes. Yield: 2.0%. As a reaction SMILES: [Br:1][C:2]1[CH:10]=[CH:9][C:5]([C:6]([OH:8])=[O:7])=[C:4]([CH2:11][CH3:12])[CH:3]=1.[CH:13](O)([CH3:15])[CH3:14]>>[CH2:11]([C:4]1[CH:3]=[C:2]([Br:1])[CH:10]=[CH:9][C:5]=1[C:6]([O:8][CH:13]([CH3:15])[CH3:14])=[O:7])[CH3:12]. Reported procedure: Using General Esterification Procedure A; 4-bromo-2-ethyl-benzoic acid (2.25 g, 9.9 mmols) was combined with isopropyl alcohol to give the title compound as a colorless oil after column chromatography (2% EtOAc—hexanes). The reactants are NC1=C2C=CN(C(C2=CC=C1C)=O)CCN(C(OC(C)(C)C)=O)C (tert-butyl 2-(5-amino-6-methyl-1-oxoisoquinolin-2(1H)-yl)ethyl(methyl)carbamate), FC=1C=C(C=CC1C(F)(F)F)CC(=O)O (2-(3-fluoro-4-(trifluoromethyl)phenyl)acetic acid), N,N,N,N′,N′-tetramethyl-O-(7-azabenzotriazol-1-yl)uronium hexafluorophosphate, C(C)(C)N(C(C)C)CC (N,N-diisopropylethylamine), CN(C=O)C (N,N-dimethylformamide). Reaction conditions: temperature 45 celsius, time 8 hour. Yields the product FC=1C=C(C=CC1C(F)(F)F)CC(=O)NC1=C2C=CN(C(C2=CC=C1C)=O)CCN(C(OC(C)(C)C)=O)C (tert-Butyl 2-(5-(2-(3-fluoro-4-(trifluoromethyl)phenyl)acetamido)-6-methyl-1-oxoisoquinolin-2(1H)-yl)ethyl(methyl)carbamate). As a reaction SMILES: [NH2:1][C:2]1[C:11]([CH3:12])=[CH:10][CH:9]=[C:8]2[C:3]=1[CH:4]=[CH:5][N:6]([CH2:14][CH2:15][N:16]([CH3:24])[C:17](=[O:23])[O:18][C:19]([CH3:22])([CH3:21])[CH3:20])[C:7]2=[O:13].[F:25][C:26]1[CH:27]=[C:28]([CH2:36][C:37](O)=[O:38])[CH:29]=[CH:30][C:31]=1[C:32]([F:35])([F:34])[F:33].C(N(CC)C(C)C)(C)C.CN(C)C=O>>[F:25][C:26]1[CH:27]=[C:28]([CH2:36][C:37]([NH:1][C:2]2[C:11]([CH3:12])=[CH:10][CH:9]=[C:8]3[C:3]=2[CH:4]=[CH:5][N:6]([CH2:14][CH2:15][N:16]([CH3:24])[C:17](=[O:23])[O:18][C:19]([CH3:21])([CH3:20])[CH3:22])[C:7]3=[O:13])=[O:38])[CH:29]=[CH:30][C:31]=1[C:32]([F:34])([F:35])[F:33]. Reported procedure: A reaction vial was charged with tert-butyl 2-(5-amino-6-methyl-1-oxoisoquinolin-2(1H)-yl)ethyl(methyl)carbamate (150 mg, 0.00041 mol), 2-(3-fluoro-4-(trifluoromethyl)phenyl)acetic acid (200 mg, 0.0009 mol), N,N,N,N′,N′-tetramethyl-O-(7-azabenzotriazol-1-yl)uronium hexafluorophosphate (700 mg, 0.002 mol), N,N-diisopropylethylamine (0.3 mL, 0.002 mol), N,N-dimethylformamide (4 mL, 0.05 mol) and the reaction was stirred at 45° C. overnight. The reaction was then quenched with water, extracted with... Starting materials: CC(=O)O[BH-](OC(C)=O)OC(C)=O, COc1ccc(C=O)cc1, CCOC(C)=O, CC(Cl)Cl, Cl, CCOC(=O)c1c(S(=O)(=O)NCCN)c2cc(Br)ccc2n1S(=O)(=O)c1ccccc1, [Na+]. Product: CCOC(=O)c1c(S(=O)(=O)NCCNCc2ccc(OC)cc2)c2cc(Br)ccc2n1S(=O)(=O)c1ccccc1. As a reaction SMILES: [C:43]([O:44][BH-:45]([O:46][C:47](=[O:48])[CH3:49])[O:50][C:51](=[O:52])[CH3:53])(=[O:54])[CH3:55].[CH3:33][O:34][c:35]1[cH:36][cH:37][c:38]([CH:39]=[O:40])[cH:41][cH:42]1.[CH3:61][CH2:62][O:63][C:64]([CH3:65])=[O:66].[Cl:57][CH:58]([Cl:59])[CH3:60].[ClH:1].[NH2:2][CH2:3][CH2:4][NH:5][S:6](=[O:7])(=[O:8])[c:9]1[c:10]([C:28](=[O:29])[O:30][CH2:31][CH3:32])[n:11]([S:19](=[O:20])(=[O:21])[c:22]2[cH:23][cH:24][cH:25][cH:26][cH:27]2)[c:12]2[cH:13][cH:14][c:15]([Br:18])[cH:16][c:17]12.[Na+:56]>>[NH:2]([CH2:3][CH2:4][NH:5][S:6](=[O:7])(=[O:8])[c:9]1[c:10]([C:28](=[O:29])[O:30][CH2:31][CH3:32])[n:11]([S:19](=[O:20])(=[O:21])[c:22]2[cH:23][cH:24][cH:25][cH:26][cH:27]2)[c:12]2[cH:13][cH:14][c:15]([Br:18])[cH:16][c:17]12)[CH2:39][c:38]1[cH:37][cH:36][c:35]([O:34][CH3:33])[cH:42][cH:41]1. Reactants: CN1C=NC=C1C(C1=CC=CC=C1)=NOCC1=CC=CC(=N1)N1C(C2=CC=CC=C2C1=O)=O (2-{6-[({[(1-methyl-1H-imidazol-5-yl)(phenyl)methylene]amino}oxy)methyl]-pyridin-2-yl}-1H-isoindole-1,3(2H)-dione), O.NN (hydrazine hydrate). Solvent: O1CCCC1 (tetrahydrofuran). Conditions: time 29 hour. Product: CN1C=NC=C1C(C1=CC=CC=C1)=NOCC1=CC=CC(=N1)N (6-[({[(1-methyl-1H-imidazol-5-yl)(phenyl)methylene]amino}oxy)methyl]pyridin-2-amine). Yield: 81.5%. RXN SMILES: [CH3:1][N:2]1[C:6]([C:7](=[N:14][O:15][CH2:16][C:17]2[N:22]=[C:21]([N:23]3C(=O)C4C(=CC=CC=4)C3=O)[CH:20]=[CH:19][CH:18]=2)[C:8]2[CH:13]=[CH:12][CH:11]=[CH:10][CH:9]=2)=[CH:5][N:4]=[CH:3]1.O.NN>O1CCCC1>[CH3:1][N:2]1[C:6]([C:7](=[N:14][O:15][CH2:16][C:17]2[N:22]=[C:21]([NH2:23])[CH:20]=[CH:19][CH:18]=2)[C:8]2[CH:9]=[CH:10][CH:11]=[CH:12][CH:13]=2)=[CH:5][N:4]=[CH:3]1 |f:1.2|. Reported procedure: To a solution of 2-{6-[({[(1-methyl-1H-imidazol-5-yl)(phenyl)methylene]amino}oxy)methyl]-pyridin-2-yl}-1H-isoindole-1,3(2H)-dione (1.87 g, 4.27 mmol) in tetrahydrofuran (20 mL) was added dropwise hydrazine hydrate (1.04 mL, 21.4 mmol). After stirring at room temperature for 29 h, the reaction mixture was filtered, the insolubles washed with ethyl acetate, and the filtrate concentrated in vacuo. Purification on silica gel afforded 6-[({[(1-methyl-1H-imidazol-5-yl)(phenyl)methylene]amino}oxy)methy...